From a dataset of the Open Reaction Database (ORD), a public repository of structured organic reaction records. describe an organic reaction: reactants, conditions, products, and yield Reactants: CCCCOC(C)(Cc1ccc(OCCC2CN(Cc3cccc(OC)c3)C(=O)N2C)cc1)C(=O)OCC, CCO, [Na+], [OH-]. Yields the product CCCCOC(C)(Cc1ccc(OCCC2CN(Cc3cccc(OC)c3)C(=O)N2C)cc1)C(=O)O. Reaction SMILES: [CH2:1]([CH3:2])[O:3][C:4]([C:5]([CH2:6][c:7]1[cH:8][cH:9][c:10]([O:13][CH2:14][CH2:15][CH:16]2[N:17]([CH3:31])[C:18](=[O:30])[N:19]([CH2:21][c:22]3[cH:23][c:24]([O:28][CH3:29])[cH:25][cH:26][cH:27]3)[CH2:20]2)[cH:11][cH:12]1)([CH3:32])[O:33][CH2:34][CH2:35][CH2:36][CH3:37])=[O:38].[CH3:41][CH2:42][OH:43].[Na+:40].[OH-:39]>>[O:3]=[C:4]([C:5]([CH2:6][c:7]1[cH:8][cH:9][c:10]([O:13][CH2:14][CH2:15][CH:16]2[N:17]([CH3:31])[C:18](=[O:30])[N:19]([CH2:21][c:22]3[cH:23][c:24]([O:28][CH3:29])[cH:25][cH:26][cH:27]3)[CH2:20]2)[cH:11][cH:12]1)([CH3:32])[O:33][CH2:34][CH2:35][CH2:36][CH3:37])[OH:38]. Reactants: ClC=1C=C(C(=O)[C@H]2CN(CCC2)C(=O)OC(C)(C)C)C=CC1 ((R)-tert-butyl 3-(3-chlorobenzoyl)piperidine-1-carboxylate), R-CBS-oxazaborolidine, C1(=CC=CC=C1)C (toluene). Solvent: C1CCOC1 (THF), C(C)(=O)OCC (ethyl acetate), alcohol, C1CCOC1 (THF). Run at temperature -15 celsius, time 1 hour. The product is ClC=1C=C(C=CC1)[C@@H]([C@H]1CN(CCC1)C(=O)OC(C)(C)C)O ((R)-tert-butyl 3-((R)-(3-chlorophenyl)(hydroxy)methyl)piperidine-1-carboxylate). Yield: 35.0%. Procedure details: To a solution of (R)-tert-butyl 3-(3-chlorobenzoyl)piperidine-1-carboxylate (92 g, 0.286 mol) in anhydrous THF (300 mL) at −15° C. under nitrogen was added drop wise a solution of 1 M R-CBS-oxazaborolidine in toluene (45 mL, 45 mmol, 0.15 eq). After stirring for 1 hr at −15° C., a solution of 10 M BH3 in THF (33 mL, 0.33 mol, 1.1 eq) was added drop wise. After addition, the reaction mixture was stirred for 2 h at −15° C. TLC indicated the starting material was consumed. Methanol (200 mL) was add... Reaction SMILES: [Cl:1][C:2]1[CH:3]=[C:4]([CH:20]=[CH:21][CH:22]=1)[C:5]([C@@H:7]1[CH2:12][CH2:11][CH2:10][N:9]([C:13]([O:15][C:16]([CH3:19])([CH3:18])[CH3:17])=[O:14])[CH2:8]1)=[O:6].C1(C)C=CC=CC=1>C1COCC1.C(OCC)(=O)C>[Cl:1][C:2]1[CH:3]=[C:4]([C@H:5]([OH:6])[C@@H:7]2[CH2:12][CH2:11][CH2:10][N:9]([C:13]([O:15][C:16]([CH3:18])([CH3:17])[CH3:19])=[O:14])[CH2:8]2)[CH:20]=[CH:21][CH:22]=1. Reactants: COc1cc2nccc(Oc3ccc(N)cc3)c2cc1OC, Cc1ccccc1, O=C=Nc1ccccc1. Product: COc1cc2nccc(Oc3ccc(NC(=O)Nc4ccccc4)cc3)c2cc1OC. Reaction SMILES: [CH3:1][O:2][c:3]1[cH:4][c:5]2[c:6]([O:15][c:16]3[cH:17][cH:18][c:19]([NH2:22])[cH:20][cH:21]3)[cH:7][cH:8][n:9][c:10]2[cH:11][c:12]1[O:13][CH3:14].[CH3:32][c:33]1[cH:34][cH:35][cH:36][cH:37][cH:38]1.[O:23]=[C:24]=[N:25][c:26]1[cH:27][cH:28][cH:29][cH:30][cH:31]1>>[CH3:1][O:2][c:3]1[cH:4][c:5]2[c:6]([O:15][c:16]3[cH:17][cH:18][c:19]([NH:22][C:24](=[O:23])[NH:25][c:26]4[cH:27][cH:28][cH:29][cH:30][cH:31]4)[cH:20][cH:21]3)[cH:7][cH:8][n:9][c:10]2[cH:11][c:12]1[O:13][CH3:14]. The reactants are CC1=C(C(=CC(=C1)N)C)O (2,6-Dimethyl-4-aminophenol), C(CCC)(=O)C=1C=NC2=C(C=CC=C2C1Cl)OC (3-butyryl-4-chloro-8-methoxyquinoline). The solvent is O1CCOCC1 (dioxan). Yields the product C(CCC)(=O)C=1C=NC2=C(C=CC=C2C1NC1=CC(=C(C(=C1)C)O)C)OC (3-butyryl-4-(3,5-dimethyl-4-hydroxyphenylamino)-8-methoxyquinoline). The yield is 60.8%. Reaction SMILES: [CH3:1][C:2]1[CH:7]=[C:6]([NH2:8])[CH:5]=[C:4]([CH3:9])[C:3]=1[OH:10].[C:11]([C:16]1[CH:17]=[N:18][C:19]2[C:24]([C:25]=1Cl)=[CH:23][CH:22]=[CH:21][C:20]=2[O:27][CH3:28])(=[O:15])[CH2:12][CH2:13][CH3:14]>O1CCOCC1>[C:11]([C:16]1[CH:17]=[N:18][C:19]2[C:24]([C:25]=1[NH:8][C:6]1[CH:7]=[C:2]([CH3:1])[C:3]([OH:10])=[C:4]([CH3:9])[CH:5]=1)=[CH:23][CH:22]=[CH:21][C:20]=2[O:27][CH3:28])(=[O:15])[CH2:12][CH2:13][CH3:14]. Reported procedure: 2,6-Dimethyl-4-aminophenol (0.78 g, 5.69 mmol) and 3-butyryl-4-chloro-8-methoxyquinoline (1.0 g, 3.79 mmol) in dioxan (35 ml) were refluxed under nitrogen for 2.5 hours. The solvent was evaporated, and the residue treated with saturated sodium bicarbonate solution and chloroform. The resulting solid was filtered, washed with chloroform and water, boiled in methanol and filtered again to give the title compound (0.84 g) m.p. 287°-9° (dec). Starting materials: CC1(OB(OC1(C)C)C=1C=C2CNC(C2=CC1)=O)C (5-(4,4,5,5-tetramethyl-[1,3,2]dioxaborolan-2-yl)-2,3-dihydro-isoindol-1-one), CC1(OB(OC1(C)C)C=1C=C2CNC(C2=CC1)=O)C (5-(4,4,5,5-tetramethyl-[1,3,2]dioxaborolan-2-yl)-2,3-dihydro-isoindol-1-one), CN1CCN(CC1)C1=CC=C(C=C1)NC=1C=2N(C(=CN1)C=1C=C(SC1)C(=O)N)N=CN2 (4-{8-[4-(4-Methyl-piperazin-1-yl)-phenylamino]-[1,2,4]triazolo[1,5-a]pyrazin-5-yl}-thiophene-2-carboxylic acid amide), BrC1=CN=C(C=2N1N=CN2)NC2=CC=C(C=C2)N2CCOCC2 ((5-bromo-[1,2,4]triazolo[1,5-a]pyrazin-8-yl)-(4-morpholin-4-yl-phenyl)-amine). Reagents/catalysts: C=1C=CC(=CC1)[P](C=2C=CC=CC2)(C=3C=CC=CC3)[Pd]([P](C=4C=CC=CC4)(C=5C=CC=CC5)C=6C=CC=CC6)([P](C=7C=CC=CC7)(C=8C=CC=CC8)C=9C=CC=CC9)[P](C=1C=CC=CC1)(C=1C=CC=CC1)C=1C=CC=CC1 (Pd(PPh3)4). Solvent: O1CCOCC1 (dioxane), C(=O)([O-])[O-].[Na+].[Na+] (Na2CO3). The product is N (NH3), O1CCN(CC1)C1=CC=C(C=C1)NC=1C=2N(C(=CN1)C=1C=C3CNC(C3=CC1)=O)N=CN2 (5-(8-(4-Morpholinophenylamino)-[1,2,4]triazolo[1,5-a]pyrazin-5-yl)isoindolin-1-one). The yield is 79.0%. Reaction SMILES: C[N:2]1CCN(C2C=CC(NC3C4N(N=CN=4)C(C4C=C(C(N)=O)SC=4)=CN=3)=CC=2)CC1.Br[C:33]1[N:38]2[N:39]=[CH:40][N:41]=[C:37]2[C:36]([NH:42][C:43]2[CH:48]=[CH:47][C:46]([N:49]3[CH2:54][CH2:53][O:52][CH2:51][CH2:50]3)=[CH:45][CH:44]=2)=[N:35][CH:34]=1.CC1(C)C(C)(C)OB([C:63]2[CH:64]=[C:65]3[C:69](=[CH:70][CH:71]=2)[C:68](=[O:72])[NH:67][CH2:66]3)O1>C([O-])([O-])=O.[Na+].[Na+].O1CCOCC1.C1C=CC([P]([Pd]([P](C2C=CC=CC=2)(C2C=CC=CC=2)C2C=CC=CC=2)([P](C2C=CC=CC=2)(C2C=CC=CC=2)C2C=CC=CC=2)[P](C2C=CC=CC=2)(C2C=CC=CC=2)C2C=CC=CC=2)(C2C=CC=CC=2)C2C=CC=CC=2)=CC=1>[NH3:2].[O:52]1[CH2:53][CH2:54][N:49]([C:46]2[CH:47]=[CH:48][C:43]([NH:42][C:36]3[C:37]4[N:38]([N:39]=[CH:40][N:41]=4)[C:33]([C:63]4[CH:64]=[C:65]5[C:69](=[CH:70][CH:71]=4)[C:68](=[O:72])[NH:67][CH2:66]5)=[CH:34][N:35]=3)=[CH:44][CH:45]=2)[CH2:50][CH2:51]1 |f:3.4.5,^1:89,91,110,129|. Reported procedure: This compound may be prepared using methods as described for Compound 6, step 4 using (5-bromo-[1,2,4]triazolo[1,5-a]pyrazin-8-yl)-(4-morpholin-4-yl-phenyl)-amine (1.0 g, 2.67 mmol), 5-(4,4,5,5-tetramethyl-[1,3,2]dioxaborolan-2-yl)-2,3-dihydro-isoindol-1-one (see description for Compound 79) (1.03 g, 4.01 mmol) and Pd(PPh3)4 (0.77 g, 0.67 mmol) in 1.5M Na2CO3 (14.3 mL) and dioxane (40 mL). Purification by silica gel column chromatography eluting with DCM followed by 96:4 DCM:NH3 (7M in MeOH) aff...